From a dataset of the Open Reaction Database (ORD), a public repository of structured organic reaction records. describe an organic reaction: reactants, conditions, products, and yield Starting materials: C(=O)(C(F)(F)F)O (TFA), C(C)(C)(C)OC(=O)N1CCC(CC1)CCC(C1=CC=CC=C1)(F)F (1-(t-butoxycarbonyl)-4-(3,3-difluoro-3-phenylpropyl)piperidine), C(=O)(O)[O-].[Na+] (NaHCO3), [OH-].[Na+] (NaOH), [Na+].[Cl-] (NaCl). Run in C(Cl)Cl (CH2Cl2), O (H2O), CCOCC (Ether). Reaction conditions: time 80 minute. Yields the product FC(CCC1CCNCC1)(C1=CC=CC=C1)F (4-(3,3-Difluoro-3-phenylpropyl)piperidine), colorless oil. Reaction SMILES: C(O)(C(F)(F)F)=O.C(OC([N:15]1[CH2:20][CH2:19][CH:18]([CH2:21][CH2:22][C:23]([F:31])([F:30])[C:24]2[CH:29]=[CH:28][CH:27]=[CH:26][CH:25]=2)[CH2:17][CH2:16]1)=O)(C)(C)C.C([O-])(O)=O.[Na+].[OH-].[Na+].[Na+].[Cl-]>C(Cl)Cl.O.CCOCC>[F:31][C:23]([F:30])([C:24]1[CH:29]=[CH:28][CH:27]=[CH:26][CH:25]=1)[CH2:22][CH2:21][CH:18]1[CH2:17][CH2:16][NH:15][CH2:20][CH2:19]1 |f:2.3,4.5,6.7|. Procedure details: TFA (2.5 mL, 3.7 g, 32 mmol) was added dropwise to a solution of 1-(t-butoxycarbonyl)-4-(3,3-difluoro-3-phenylpropyl)piperidine (42 mg, 0.12 mmol, from EXAMPLE 154, Step C) in CH2Cl2 (2.5 mL) at 0° C. After 80 min., the solution was transferred using a double-ended needle to a rapidly stirred solution of NaHCO3 (5.0 g, 60 mmol) in H2O (50 mL). Ether (50 mL) and 2.5 N NaOH (20 mL) were added, followed by solid NaCl to saturate the aqueous layer. The aqueous layer was separated and extracted with ... The reactants are CS(C)=O, N#C[Na], CC(Cl)c1ccc(C(=O)c2cccs2)cc1. The product is CC(C#N)c1ccc(C(=O)c2cccs2)cc1. RXN SMILES: [CH3:20][S:21](=[O:22])[CH3:23].[Na:1][C:2]#[N:3].[s:4]1[c:5]([C:9](=[O:10])[c:11]2[cH:12][cH:13][c:14]([CH:17]([CH3:18])[Cl:19])[cH:15][cH:16]2)[cH:6][cH:7][cH:8]1>>[C:2](#[N:3])[CH:17]([c:14]1[cH:13][cH:12][c:11]([C:9]([c:5]2[s:4][cH:8][cH:7][cH:6]2)=[O:10])[cH:16][cH:15]1)[CH3:18]. The reactants are CC(=O)O, Cn1c(=O)cnc2ccccc21, OO. Yields the product Cn1c(=O)c(=O)[nH]c2ccccc21. As a reaction SMILES: [CH3:15][C:16](=[O:17])[OH:18].[CH3:1][n:2]1[c:3](=[O:12])[cH:4][n:5][c:6]2[cH:7][cH:8][cH:9][cH:10][c:11]12.[OH:13][OH:14]>>[CH3:1][n:2]1[c:3](=[O:12])[c:4](=[O:13])[nH:5][c:6]2[cH:7][cH:8][cH:9][cH:10][c:11]12. Reactants: C(C)N(CCCCCCC(=O)OCC)C1=C(C=C(C=C1)C(F)(F)F)C=O (Ethyl 7-[ethyl-(2-formyl-4-trifluoromethyl-phenyl)-amino]-heptanoate), [BH4-].[Na+] (sodium borohydride), [Cl-].[NH4+] (ammonium chloride), C(C)(=O)OCC (ethyl acetate). The solvent is C1(=CC=CC=C1)C (toluene), C(C)O (ethanol). Run at time 30 minute. The product is C(C)N(CCCCCCC(=O)OCC)C1=C(C=C(C=C1)C(F)(F)F)CO (ethyl 7-[ethyl-(2-hydroxymethyl-4-trifluoromethyl-phenyl)-amino]-heptanoate). The yield is 45.4%. Reaction SMILES: [CH2:1]([N:3]([C:15]1[CH:20]=[CH:19][C:18]([C:21]([F:24])([F:23])[F:22])=[CH:17][C:16]=1[CH:25]=[O:26])[CH2:4][CH2:5][CH2:6][CH2:7][CH2:8][CH2:9][C:10]([O:12][CH2:13][CH3:14])=[O:11])[CH3:2].[BH4-].[Na+].[Cl-].[NH4+].C(OCC)(=O)C>C1(C)C=CC=CC=1.C(O)C>[CH2:1]([N:3]([C:15]1[CH:20]=[CH:19][C:18]([C:21]([F:23])([F:22])[F:24])=[CH:17][C:16]=1[CH2:25][OH:26])[CH2:4][CH2:5][CH2:6][CH2:7][CH2:8][CH2:9][C:10]([O:12][CH2:13][CH3:14])=[O:11])[CH3:2] |f:1.2,3.4|. Procedure details: Ethyl 7-[ethyl-(2-formyl-4-trifluoromethyl-phenyl)-amino]-heptanoate (1.29 g) is dissolved in a mixed solvent of toluene (5 ml) and ethanol (1 ml), and thereto is added sodium borohydride (156 mg) and the mixture is stirred for 2 hours and 30 minutes. To the reaction solution are added a saturated aqueous ammonium chloride solution and ethyl acetate, and the mixture is separated, and the organic layer is washed with a saturated brine, dried over magnesium sulfate, and concentrated under reduced ... The reactants are NC(Cc1c[nH]c2ccccc12)C(=O)O, Cc1ccc(Cl)cc1. The product is Cc1ccc(NC(Cc2c[nH]c3ccccc23)C(=O)O)cc1. Reaction SMILES: [NH2:9][CH:10]([CH2:11][c:12]1[cH:13][nH:14][c:15]2[cH:16][cH:17][cH:18][cH:19][c:20]12)[C:21](=[O:22])[OH:23].[c:1]1([CH3:8])[cH:2][cH:3][c:4]([Cl:7])[cH:5][cH:6]1>>[c:1]1([CH3:8])[cH:2][cH:3][c:4]([NH:9][CH:10]([CH2:11][c:12]2[cH:13][nH:14][c:15]3[cH:16][cH:17][cH:18][cH:19][c:20]23)[C:21](=[O:22])[OH:23])[cH:5][cH:6]1. Reactants: CNCC1=C(C2=C(NC=N2)C=C1)C (N-methyl(4-methyl-1H-benzo[d]imidazol-5-yl)methanamine), ClC1=NC=CC(=N1)NC1=CC(=NN1)C1CC1 (2-Chloro-N-(3-cyclopropyl-1H-pyrazol-5-yl)pyrimidin-4-amine), CCN(C(C)C)C(C)C (DIPEA). Run in CC(C)O (IPA). Conditions: temperature 120 celsius. Product: C1(CC1)C1=CC(=NN1)NC1=NC(=NC=C1)N(CC1=C(C2=C(NC=N2)C=C1)C)C (N4-(5-Cyclopropyl-1H-pyrazol-3-yl)-N2-methyl-N2-((4-methyl-1H-benzo[d]imidazol-5-yl)methyl)pyrimidine-2,4-diamine). RXN SMILES: [CH3:1][NH:2][CH2:3][C:4]1[CH:12]=[CH:11][C:7]2[NH:8][CH:9]=[N:10][C:6]=2[C:5]=1[CH3:13].Cl[C:15]1[N:20]=[C:19]([NH:21][C:22]2[NH:26][N:25]=[C:24]([CH:27]3[CH2:29][CH2:28]3)[CH:23]=2)[CH:18]=[CH:17][N:16]=1.CCN(C(C)C)C(C)C>CC(O)C>[CH:27]1([C:24]2[NH:25][N:26]=[C:22]([NH:21][C:19]3[CH:18]=[CH:17][N:16]=[C:15]([N:2]([CH3:1])[CH2:3][C:4]4[CH:12]=[CH:11][C:7]5[NH:8][CH:9]=[N:10][C:6]=5[C:5]=4[CH3:13])[N:20]=3)[CH:23]=2)[CH2:29][CH2:28]1. Procedure details: A tube was charged with 264 (40 mg, 0.23 mmol), 53 (100 mg, 0.57 mmol), and DIPEA (0.3 ml) in IPA (3 mL), degassed, sealed and heated at 120° C. overnight. After removal of the solvent in vacuo, the crude was purified by preparative HPLC to afford 25 mg (29%) of I-95 as white solid. The reactants are NC=1C=CC(=C(C1)[C@]1(N=C(COCC1(F)F)N)C)F ((R)-5-(5-amino-2-fluorophenyl)-6,6-difluoro-5-methyl-2,5,6,7-tetrahydro-1,4-oxazepin-3-amine), FC(COC1=CN=CC(=N1)C(=O)O)(F)F (6-(2,2,2-trifluoro-ethoxy)-pyrazine-2-carboxylic acid). Yields the product C(=O)O.NC=1COCC([C@@](N1)(C)C=1C=C(C=CC1F)NC(=O)C1=NC(=CN=C1)OCC(F)(F)F)(F)F ((R)-N-(3-(3-Amino-6,6-difluoro-5-methyl-2,5,6,7-tetrahydro-1,4-oxazepin-5-yl)-4-fluorophenyl)-6-(2,2,2-trifluoroethoxy)pyrazine-2-carboxamide formate). Reaction SMILES: [NH2:1][C:2]1[CH:3]=[CH:4][C:5]([F:19])=[C:6]([C@:8]2([CH3:18])[C:14]([F:16])([F:15])[CH2:13][O:12][CH2:11][C:10]([NH2:17])=[N:9]2)[CH:7]=1.[F:20][C:21]([F:34])([F:33])[CH2:22][O:23][C:24]1[N:29]=[C:28]([C:30]([OH:32])=[O:31])[CH:27]=[N:26][CH:25]=1>>[CH:30]([OH:32])=[O:31].[NH2:17][C:10]1[CH2:11][O:12][CH2:13][C:14]([F:15])([F:16])[C@:8]([C:6]2[CH:7]=[C:2]([NH:1][C:30]([C:28]3[CH:27]=[N:26][CH:25]=[C:24]([O:23][CH2:22][C:21]([F:34])([F:33])[F:20])[N:29]=3)=[O:31])[CH:3]=[CH:4][C:5]=2[F:19])([CH3:18])[N:9]=1 |f:2.3|. Reported procedure: The coupling of (R)-5-(5-amino-2-fluorophenyl)-6,6-difluoro-5-methyl-2,5,6,7-tetrahydro-1,4-oxazepin-3-amine (intermediate A10A) and 6-(2,2,2-trifluoro-ethoxy)-pyrazine-2-carboxylic acid (prepared according to Suzuki, Y. et al., Int. Patent Application Publ. No. WO2009091016) yielded the title compound as an off-white solid. MS (ISP): m/z=478.1 [M+H]+. Starting materials: C, COC(=O)C=Cc1ccc(OC2Cc3ccccc3C2)cc1, CO, C1CCOC1, [Pd]. The product is COC(=O)CCc1ccc(OC2Cc3ccccc3C2)cc1. As a reaction SMILES: [C:28].[CH2:1]1[CH:2]([O:10][c:11]2[cH:12][cH:13][c:14]([CH:17]=[CH:18][C:19](=[O:20])[O:21][CH3:22])[cH:15][cH:16]2)[CH2:3][c:4]2[cH:5][cH:6][cH:7][cH:8][c:9]21.[CH3:30][OH:31].[O:23]1[CH2:24][CH2:25][CH2:26][CH2:27]1.[Pd:29]>>[CH2:1]1[CH:2]([O:10][c:11]2[cH:12][cH:13][c:14]([CH2:17][CH2:18][C:19](=[O:20])[O:21][CH3:22])[cH:15][cH:16]2)[CH2:3][c:4]2[cH:5][cH:6][cH:7][cH:8][c:9]21. The reactants are FC1=C(CSC2=NC(=CC(=N2)NS(=O)(=O)N2CC(C2)NC(OC(C)(C)C)=O)OC)C=CC=C1F (tert-butyl {1-[({2-[(2,3-difluorobenzyl)thio]-6-methoxypyrimidin-4-yl}amino)sulfonyl]azetidin-3-yl}carbamate), product, C(=O)(C(F)(F)F)O (TFA). The solvent is CO (methanol). Conditions: time 2 hour. Yields the product NC1CN(C1)S(=O)(=O)NC1=NC(=NC(=C1)OC)SCC1=C(C(=CC=C1)F)F (3-Amino-N-{2-[(2,3-difluorobenzyl)thio]-6-methoxypyrimidin-4-yl}azetidine-1-sulfonamide). As a reaction SMILES: [F:1][C:2]1[C:33]([F:34])=[CH:32][CH:31]=[CH:30][C:3]=1[CH2:4][S:5][C:6]1[N:11]=[C:10]([NH:12][S:13]([N:16]2[CH2:19][CH:18]([NH:20]C(=O)OC(C)(C)C)[CH2:17]2)(=[O:15])=[O:14])[CH:9]=[C:8]([O:28][CH3:29])[N:7]=1.C(O)(C(F)(F)F)=O>CO>[NH2:20][CH:18]1[CH2:19][N:16]([S:13]([NH:12][C:10]2[CH:9]=[C:8]([O:28][CH3:29])[N:7]=[C:6]([S:5][CH2:4][C:3]3[CH:30]=[CH:31][CH:32]=[C:33]([F:34])[C:2]=3[F:1])[N:11]=2)(=[O:14])=[O:15])[CH2:17]1. Reported procedure: A solution of tert-butyl {1-[({2-[(2,3-difluorobenzyl)thio]-6-methoxypyrimidin-4-yl}amino)sulfonyl]azetidin-3-yl}carbamate (the product of step ii, 0.48 g) and TFA (2 ml) in methanol (6 ml) was stirred at room temperature for 1.5 h then the volatiles evaporated and 7M ammonia in methanol (6 ml) added to the residue. The solution was stirred for 2 h then the volatiles evaporated and the residue purified by column chromatography on silica using a 2-8% mixture of methanol in DCM and then further pu...